From a dataset of the Open Reaction Database (ORD), a public repository of structured organic reaction records. describe an organic reaction: reactants, conditions, products, and yield Starting materials: [BH3-]C#N, CCOC(=O)Cc1ccc(C#Cc2ccc3c(c2)C(C)(C)CCC3=O)cc1F, CC(=O)O, CCCCCC, CCOC(C)=O, ClCCl, [Na+]. The product is CC1(C)CCC(=O)c2ccc(C#Cc3ccc(CC(=O)O)c(F)c3)cc21. As a reaction SMILES: [C:36]([BH3-:37])#[N:38].[CH2:1]([CH3:2])[O:3][C:4]([CH2:5][c:6]1[c:7]([F:27])[cH:8][c:9]([C:12]#[C:13][c:14]2[cH:15][c:16]3[c:21]([cH:22][cH:23]2)[C:20](=[O:24])[CH2:19][CH2:18][C:17]3([CH3:25])[CH3:26])[cH:10][cH:11]1)=[O:28].[CH3:32][C:33](=[O:34])[OH:35].[CH3:40][CH2:41][CH2:42][CH2:43][CH2:44][CH3:45].[CH3:46][CH2:47][O:48][C:49](=[O:50])[CH3:51].[Cl:29][CH2:30][Cl:31].[Na+:39]>>[O:3]=[C:4]([CH2:5][c:6]1[c:7]([F:27])[cH:8][c:9]([C:12]#[C:13][c:14]2[cH:15][c:16]3[c:21]([cH:22][cH:23]2)[C:20](=[O:24])[CH2:19][CH2:18][C:17]3([CH3:25])[CH3:26])[cH:10][cH:11]1)[OH:28]. Starting materials: OCCCN1C=NC2=C1C=C(C(=C2)C)C (1-(3-hydroxypropyl)-5,6-dimethylbenzimidazole), [NH+]1=CC=CC=C1.C(#N)CCOP([O-])([O-])=O.[NH+]1=CC=CC=C1 (2-cyanoethylphosphoric acid pyridinium salt). The product is CC1=CC2=C(N=C(N2)CCCOP(O)(O)=O)C=C1C (3-(5,6-dimethylbenzimidazolyl)propylphosphoric acid). Reaction SMILES: OCCC[N:5]1[C:9]2[CH:10]=[C:11]([CH3:15])[C:12]([CH3:14])=[CH:13][C:8]=2[N:7]=[CH:6]1.[NH+]1C=CC=CC=1.[C:22]([CH2:24][CH2:25][O:26][P:27](=[O:30])([O-:29])[O-:28])#N.[NH+]1C=CC=CC=1>>[CH3:15][C:11]1[C:12]([CH3:14])=[CH:13][C:8]2[N:7]=[C:6]([CH2:22][CH2:24][CH2:25][O:26][P:27](=[O:28])([OH:30])[OH:29])[NH:5][C:9]=2[CH:10]=1 |f:1.2.3|. Procedure details: Using 0.2 g of the crude 1-(3-hydroxypropyl)-5,6-dimethylbenzimidazole and 2 ml of 2-cyanoethylphosphoric acid pyridinium salt solution (1 mmol/ml) as the starting substances, according to the same processes as in Example 1, 0.3 g of crude 3-(5,6-dimethylbenzimidazolyl)propylphosphoric acid was obtained. The reactants are C1(=CC=CC=C1)C1=C(C=CC(=N1)C(=O)OCC)C1=CC=C(C=C1)CCC (ethyl 6-phenyl-5-(4-propylphenyl)-pyridine-2-carboxylate), C1(=CC=CC=C1)C1=C(C=CC(=N1)C(=O)OCC)C1=CC=C(C=C1)CCC (ethyl 6-phenyl-5-(4-propylphenyl)-pyridine-2-carboxylate). The reagents and catalysts are OS(=O)(=O)O (H2SO4). The solvent is CO (MeOH). Product: C1(=CC=CC=C1)C1=C(C=CC(=N1)C(=O)OC)C1=CC=C(C=C1)CCC (Methyl 6-Phenyl-5-(4-propylphenyl)-pyridine-2-carboxylate). Reaction SMILES: [C:1]1([C:7]2[N:12]=[C:11]([C:13]([O:15][CH2:16]C)=[O:14])[CH:10]=[CH:9][C:8]=2[C:18]2[CH:23]=[CH:22][C:21]([CH2:24][CH2:25][CH3:26])=[CH:20][CH:19]=2)[CH:6]=[CH:5][CH:4]=[CH:3][CH:2]=1>OS(O)(=O)=O.CO>[C:1]1([C:7]2[N:12]=[C:11]([C:13]([O:15][CH3:16])=[O:14])[CH:10]=[CH:9][C:8]=2[C:18]2[CH:19]=[CH:20][C:21]([CH2:24][CH2:25][CH3:26])=[CH:22][CH:23]=2)[CH:2]=[CH:3][CH:4]=[CH:5][CH:6]=1. Reported procedure: Following General Procedure E, ethyl 6-phenyl-5-(4-propylphenyl)-pyridine-2-carboxylate (Compound 24, 67 mg, 0.19 mmol) and conc. H2SO4 (3 drops) in MeOH (3 ml) were reacted to produce the title compound as a white solid. Starting materials: O=C1C2=C(C=3C(=CC(=NC3C1=O)C(=O)OC)C(=O)OC)NC(=C2)C(=O)OC (trimethyl 4,5-dioxo-4,5-dihydro-1H-pyrrolo[2,3-f]quinoline-2,7,9-tricarboxylate), 1, C(CO)O (ethylene glycol), C1(=CC=C(C=C1)S(=O)(=O)O)C (p-toluensulfonic acid). Run in C1=CC=CC=C1 (benzene). Yields the product O=C1C2(C3=C(C=4C(=CC(=NC14)C(=O)OC)C(=O)OC)NC(=C3)C(=O)OC)OCCO2 (Trimethyl 5′-oxo-1′,5′-dihydrospiro[[1,3]dioxolane-2,4′-pyrrolo[2,3-f]quinoline]-2′,7′,9′-tricarboxylate). As a reaction SMILES: [O:1]=[C:2]1[C:11](=[O:12])[C:10]2[N:9]=[C:8]([C:13]([O:15][CH3:16])=[O:14])[CH:7]=[C:6]([C:17]([O:19][CH3:20])=[O:18])[C:5]=2[C:4]2[NH:21][C:22]([C:24]([O:26][CH3:27])=[O:25])=[CH:23][C:3]1=2.[CH2:28](O)[CH2:29][OH:30].C1(C)C=CC(S(O)(=O)=O)=CC=1>C1C=CC=CC=1>[O:12]=[C:11]1[C:10]2[N:9]=[C:8]([C:13]([O:15][CH3:16])=[O:14])[CH:7]=[C:6]([C:17]([O:19][CH3:20])=[O:18])[C:5]=2[C:4]2[NH:21][C:22]([C:24]([O:26][CH3:27])=[O:25])=[CH:23][C:3]=2[C:2]21[O:30][CH2:29][CH2:28][O:1]2. Procedure: A suspension of trimethyl 4,5-dioxo-4,5-dihydro-1H-pyrrolo[2,3-f]quinoline-2,7,9-tricarboxylate, 1 (1.2 g, 3.22 mMol) in benzene (200 mL) was treated with ethylene glycol (10 mL) and p-toluensulfonic acid (60 mg, 0.32 mMol). The resulting mixture was heated at reflux under a Dean-Stark trap and reflux condenser for 14 hours. The orange suspension became a yellow solution. The heat was turned off, the trap was removed, and the condenser was replaced. To the hot solution, a mixture of benzene (75 ... Reactants: Cl (hydrochloric acid), [F-].C(CCC)[N+](CCCC)(CCCC)CCCC (Tetrabutylammonium fluoride), O1C=C(C=C1)C(=O)C1=C(N=C(O1)C)C (2,4-dimethyl-5-oxazolyl 3-furyl ketone), FC(F)(F)[Si](C)(C)C ((trifluoromethyl) trimethylsilane), C(O)([O-])=O.[Na+] (sodium hydrogen carbonate). The solvent is O1CCCC1 (tetrahydrofuran). The product is CC=1OC(=C(N1)C)C(C(F)(F)F)(O)C1=COC=C1 (1-(2,4-Dimethyl-5-oxazolyl)-1-(3-furyl)-2,2,2-trifluoroethanol). RXN SMILES: [F-].C([N+](CCCC)(CCCC)CCCC)CCC.[O:19]1[CH:23]=[CH:22][C:21]([C:24]([C:26]2[O:30][C:29]([CH3:31])=[N:28][C:27]=2[CH3:32])=[O:25])=[CH:20]1.[F:33][C:34]([Si](C)(C)C)([F:36])[F:35].Cl.C(=O)([O-])O.[Na+]>O1CCCC1>[CH3:31][C:29]1[O:30][C:26]([C:24]([C:21]2[CH:22]=[CH:23][O:19][CH:20]=2)([OH:25])[C:34]([F:36])([F:35])[F:33])=[C:27]([CH3:32])[N:28]=1 |f:0.1,5.6|. Procedure details: Tetrabutylammonium fluoride (250 mg) was added to a stirred solution of 2,4-dimethyl-5-oxazolyl 3-furyl ketone (1.7 g) and (trifluoromethyl) trimethylsilane (1.9 g) in dry tetrahydrofuran (30 ml) at -10° C. The mixture was allowed to warm to room temperature. After 45 minutes 6M hydrochloric acid (30 ml) was added. After 1 hour the mixture was basified by the addition of saturated aqueous sodium hydrogen carbonate and then extracted with dichloromethane. The material thus obtained was purified b...